This data is from the Open Reaction Database (ORD), a public repository of structured organic reaction records. The task is: describe an organic reaction: reactants, conditions, products, and yield The reactants are COCCC(O)C(CCCCCCC(=O)O)CCCC(CCCCC)O (8-(3-methoxy-1-hydroxy-1-propyl)-12-hydroxyheptadecanoic acid), OC(CCCCCCC(=O)O)CCCC(CCCCC)O (8,12-dihydroxyheptadecanoic acid). Solvent: C(Cl)(Cl)Cl (chloroform). The product is OC(CCO)C(CCCCCCC(=O)O)CCCC(CCCCC)O (8-(1,3-Dihydroxypropyl)-12-hydroxyheptadecanoic acid). As a reaction SMILES: C[O:2][CH2:3][CH2:4][CH:5]([CH:7]([CH2:17][CH2:18][CH2:19][CH:20]([OH:26])[CH2:21][CH2:22][CH2:23][CH2:24][CH3:25])[CH2:8][CH2:9][CH2:10][CH2:11][CH2:12][CH2:13][C:14]([OH:16])=[O:15])[OH:6].OC(CCCC(O)CCCCC)CCCCCCC(O)=O>C(Cl)(Cl)Cl>[OH:6][CH:5]([CH:7]([CH2:17][CH2:18][CH2:19][CH:20]([OH:26])[CH2:21][CH2:22][CH2:23][CH2:24][CH3:25])[CH2:8][CH2:9][CH2:10][CH2:11][CH2:12][CH2:13][C:14]([OH:16])=[O:15])[CH2:4][CH2:3][OH:2]. Reported procedure: The crude reduction mixture (1.55 g.) is applied to a silica gel column (30 g., 0.05-0.2 mm.; E. Merck, Darmstadt) with chloroform. Impurities are eluted with chloroform (260 ml.) followed by chloroform-methanol (98:2, 145 ml.) and chloroform-methanol (95:5, 60 ml.). Continued elution with the latter eluant (225 ml.) provides oil A (0.5 g.) which is a mixture of 8-(3-methoxy-1-hydroxy-1-propyl)-12-hydroxyheptadecanoic acid and 8,12-dihydroxyheptadecanoic acid.